Dataset: the Open Reaction Database (ORD), a public repository of structured organic reaction records. Task: describe an organic reaction: reactants, conditions, products, and yield The product is C(C)(=O)NC(C(=O)O)CC (2-(Acetylamino)butanoic acid). RXN SMILES: [NH2:1][CH:2]([CH2:6][CH3:7])[C:3]([OH:5])=[O:4].[C:8](OC(=O)C)(=[O:10])[CH3:9]>C(O)(=O)C>[C:8]([NH:1][CH:2]([CH2:6][CH3:7])[C:3]([OH:5])=[O:4])(=[O:10])[CH3:9]. The solvent is C(C)(=O)O (acetic acid). Starting materials: NC(C(=O)O)CC (2-aminobutanoic acid), C(C)(=O)OC(C)=O (acetic anhydride). Procedure details: 163 g (1.58 mol) 2-aminobutanoic acid are dissolved in acetic acid, and 242 g (2.37 mol) acetic anhydride are added dropwise. The mixture is stirred for 2 h at 100° C. until completion of reaction, then the solution evaporated to dryness in vacuo. The solid residue is suspended in ethyl acetate, filtered and washed with diethyl ether. Run at temperature 100 celsius, time 2 hour. Reactants: C(C(=O)Cl)(=O)Cl (oxalyl chloride), O=C1N[C@@]2(CO1)C[C@H](CC2)C2=CC=C(C=C2)CC(=O)O (2-(4-((5R,7S)-2-oxo-3-oxa-1-azaspiro[4.4]nonan-7-yl)phenyl)acetic acid), [Cl-].[Al+3].[Cl-].[Cl-] (aluminum chloride). The reagents and catalysts are CN(C)C=O (DMF). Run in C(Cl)Cl (DCM). Run at temperature -78 celsius, time 1 hour. The product is O=C1CC=2C=CC(=CC2CC1)[C@@H]1C[C@@]2(COC(N2)=O)CC1 ((5R,7S)-7-(6-oxo-5,6,7,8-tetrahydronaphthalen-2-yl)-3-oxa-1-azaspiro[4.4]nonan-2-one). Yield: 92.7%. As a reaction SMILES: [O:1]=[C:2]1[O:6][CH2:5][C@:4]2([CH2:10][CH2:9][C@H:8]([C:11]3[CH:16]=[CH:15][C:14]([CH2:17][C:18](O)=[O:19])=[CH:13][CH:12]=3)[CH2:7]2)[NH:3]1.[C:21](Cl)(=O)[C:22](Cl)=O.[Cl-].[Al+3].[Cl-].[Cl-]>C(Cl)Cl.CN(C=O)C>[O:19]=[C:18]1[CH2:22][CH2:21][C:15]2[CH:16]=[C:11]([C@H:8]3[CH2:9][CH2:10][C@@:4]4([NH:3][C:2](=[O:1])[O:6][CH2:5]4)[CH2:7]3)[CH:12]=[CH:13][C:14]=2[CH2:17]1 |f:2.3.4.5|. Reported procedure: To a mixture of 2-(4-((5R,7S)-2-oxo-3-oxa-1-azaspiro[4.4]nonan-7-yl)phenyl)acetic acid (I-5B, 800 mg, 2.91 mmol) in DCM (20 mL) was added oxalyl chloride (1 ml, 11.42 mmol) and a few drops of DMF. After one hour, the reaction mixture was concentrated in vacuo. The residue was re-dissolved in DCM (20 mL) in a glass pressure vessel. Granular aluminum chloride (1550 mg, 11.62 mmol) was added and the reaction mixture was cooled to −78° C. Ethylene was bubbled through the solution for 5 minutes and t... The reactants are O=C([O-])O, C, CC(C)C(NS(=O)(=O)c1ccccc1)C(=O)N1CCCC1C(=O)OCc1ccccc1, CO, Cl, [H][H], [Na+], O, [Pd]. Product: CC(C)C(NS(=O)(=O)c1ccccc1)C(=O)N1CCCC1C(=O)O. As a reaction SMILES: [C:32](=[O:33])([OH:34])[O-:35].[C:42].[CH2:1]([c:2]1[cH:3][cH:4][cH:5][cH:6][cH:7]1)[O:8][C:9]([CH:10]1[N:11]([C:15]([CH:16]([NH:17][S:18](=[O:19])(=[O:20])[c:21]2[cH:22][cH:23][cH:24][cH:25][cH:26]2)[CH:27]([CH3:28])[CH3:29])=[O:30])[CH2:12][CH2:13][CH2:14]1)=[O:31].[CH3:40][OH:41].[ClH:39].[H:37][H:38].[Na+:36].[OH2:44].[Pd:43]>>[O:8]=[C:9]([CH:10]1[N:11]([C:15]([CH:16]([NH:17][S:18](=[O:19])(=[O:20])[c:21]2[cH:22][cH:23][cH:24][cH:25][cH:26]2)[CH:27]([CH3:28])[CH3:29])=[O:30])[CH2:12][CH2:13][CH2:14]1)[OH:31]. RXN SMILES: [CH2:53]1[O:54][CH2:55][CH2:56][CH2:57]1.[F:10][c:11]1[c:12]([OH:40])[cH:13][cH:14][c:15](-[c:17]2[cH:18][cH:19][c:20]3[n:21]([n:22]2)[c:23]([CH2:26][O:27][c:28]2[cH:29][cH:30][n:31][c:32]4[cH:33][c:34]([O:38][CH3:39])[cH:35][cH:36][c:37]24)[n:24][n:25]3)[cH:16]1.[O:41]=[C:42]([O:43][CH2:44][CH3:45])[N:46]=[N:47][C:48]([O:49][CH2:50][CH3:51])=[O:52].[OH:1][CH2:2][CH2:3][N:4]1[CH2:5][CH2:6][O:7][CH2:8][CH2:9]1>>[O:1]([CH2:2][CH2:3][N:4]1[CH2:5][CH2:6][O:7][CH2:8][CH2:9]1)[c:12]1[c:11]([F:10])[cH:16][c:15](-[c:17]2[cH:18][cH:19][c:20]3[n:21]([n:22]2)[c:23]([CH2:26][O:27][c:28]2[cH:29][cH:30][n:31][c:32]4[cH:33][c:34]([O:38][CH3:39])[cH:35][cH:36][c:37]24)[n:24][n:25]3)[cH:14][cH:13]1. Product: COc1ccc2c(OCc3nnc4ccc(-c5ccc(OCCN6CCOCC6)c(F)c5)nn34)ccnc2c1. The reactants are C1CCOC1, COc1ccc2c(OCc3nnc4ccc(-c5ccc(O)c(F)c5)nn34)ccnc2c1, CCOC(=O)N=NC(=O)OCC, OCCN1CCOCC1.